describe an organic reaction: reactants, conditions, products, and yield From a dataset of the Open Reaction Database (ORD), a public repository of structured organic reaction records. Reactants: C(O)([O-])=O.[Na+] (sodium hydrogen carbonate), Cl.O1CCNCCC1 (1,4-Oxazepane hydrochloride), C(=O)C1=CC=C(C=C1)C#CC1=CC=C(C(=O)OCC)C=C1 (ethyl 4-[(4-formylphenyl)ethynyl]benzoate), C(C)(=O)O[BH-](OC(C)=O)OC(C)=O.[Na+] (sodium triacetoxyborohydride). The solvent is C(Cl)(Cl)Cl (chloroform), C(C)(=O)O (acetic acid). Run at time 3.5 hour. Product: O1CCN(CCC1)CC1=CC=C(C=C1)C#CC1=CC=C(C(=O)OCC)C=C1 (ethyl 4-{[4-(1,4-oxazepan-4-ylmethyl)phenyl]ethynyl}benzoate). Isolated yield 54.7%. As a reaction SMILES: Cl.[O:2]1[CH2:8][CH2:7][CH2:6][NH:5][CH2:4][CH2:3]1.[CH:9]([C:11]1[CH:16]=[CH:15][C:14]([C:17]#[C:18][C:19]2[CH:29]=[CH:28][C:22]([C:23]([O:25][CH2:26][CH3:27])=[O:24])=[CH:21][CH:20]=2)=[CH:13][CH:12]=1)=O.C(O[BH-](OC(=O)C)OC(=O)C)(=O)C.[Na+].C(=O)([O-])O.[Na+]>C(Cl)(Cl)Cl.C(O)(=O)C>[O:2]1[CH2:8][CH2:7][CH2:6][N:5]([CH2:9][C:11]2[CH:12]=[CH:13][C:14]([C:17]#[C:18][C:19]3[CH:20]=[CH:21][C:22]([C:23]([O:25][CH2:26][CH3:27])=[O:24])=[CH:28][CH:29]=3)=[CH:15][CH:16]=2)[CH2:4][CH2:3]1 |f:0.1,3.4,5.6|. Procedure details: 1,4-Oxazepane hydrochloride (1.6 g) and acetic acid (0.90 mL) were added to a chloroform (20 mL) solution of ethyl 4-[(4-formylphenyl)ethynyl]benzoate (2.1 g) as obtained in Example 5-(1), and the mixture was stirred for 3.5 hours at room temperature, and then for 2 hours at 60° C. Then, sodium triacetoxyborohydride (2.7 g) was added, and the mixture was stirred for 16 hours at room temperature. A saturated aqueous solution of sodium hydrogen carbonate was added to the reaction mixture, and the ...